From a dataset of the Open Reaction Database (ORD), a public repository of structured organic reaction records. describe an organic reaction: reactants, conditions, products, and yield Yields the product C(C)N(C1(CC1)C(=O)NCC1=CC(=CC=C1)C1=CC=C(C=C1)OC(F)(F)F)S(=O)(=O)C1=CC=C(C=C1)F (1-[ethyl-(4-fluorophenyl)sulfonyl-amino]-N-[[3-[4-(trifluoromethoxy)phenyl]phenyl]methyl]cyclopropanecarboxamide). Procedure details: A solution of acid 15A (0.30 g, 1.8 mmol) in THF (20 mL) was added with DEPC (0.21 mL, 1.3 mol eq) and the mixture was stirred at room temperature for 10 minutes. Then [3-[4-(trifluoromethoxy)phenyl]phenyl]methanamine 23B (0.308 g, 1.1 mol eq) and a catalytic amount of TEA were added, then the reaction mixture was stirred at room temperature overnight. The solvent was removed under reduced pressure, the residue was suspended in EtOAc (45 mL) and washed with water (50 mL) and brine. The separated... Isolated yield 15.5%. RXN SMILES: [CH2:1]([N:3]([S:10]([C:13]1[CH:18]=[CH:17][C:16]([F:19])=[CH:15][CH:14]=1)(=[O:12])=[O:11])[C:4]1([C:7]([OH:9])=O)[CH2:6][CH2:5]1)[CH3:2].CCOC(OC(OCC)=O)=O.[F:31][C:32]([F:49])([F:48])[O:33][C:34]1[CH:39]=[CH:38][C:37]([C:40]2[CH:41]=[C:42]([CH2:46][NH2:47])[CH:43]=[CH:44][CH:45]=2)=[CH:36][CH:35]=1>C1COCC1>[CH2:1]([N:3]([S:10]([C:13]1[CH:18]=[CH:17][C:16]([F:19])=[CH:15][CH:14]=1)(=[O:12])=[O:11])[C:4]1([C:7]([NH:47][CH2:46][C:42]2[CH:43]=[CH:44][CH:45]=[C:40]([C:37]3[CH:38]=[CH:39][C:34]([O:33][C:32]([F:31])([F:48])[F:49])=[CH:35][CH:36]=3)[CH:41]=2)=[O:9])[CH2:5][CH2:6]1)[CH3:2]. Conditions: time 10 minute. The solvent is C1CCOC1 (THF). Starting materials: C(C)N(C1(CC1)C(=O)O)S(=O)(=O)C1=CC=C(C=C1)F (1-[ethyl-(4-fluorophenyl)sulfonyl-amino]cyclopropanecarboxylic acid), CCOC(=O)OC(=O)OCC (DEPC), FC(OC1=CC=C(C=C1)C=1C=C(C=CC1)CN)(F)F ([3-[4-(trifluoromethoxy)phenyl]phenyl]methanamine).